Dataset: the Open Reaction Database (ORD), a public repository of structured organic reaction records. Task: describe an organic reaction: reactants, conditions, products, and yield The reactants are Cl, NO, O=Cc1ccc2oc3ncccc3c(=O)c2c1, c1ccncc1. Yields the product O=c1c2cc(C=NO)ccc2oc2ncccc12. RXN SMILES: [ClH:1].[NH2:2][OH:3].[O:4]=[c:5]1[c:6]2[c:7]([o:8][c:9]3[n:10][cH:11][cH:12][cH:13][c:14]13)[cH:15][cH:16][c:17]([CH:19]=[O:20])[cH:18]2.[cH:21]1[cH:22][cH:23][n:24][cH:25][cH:26]1>>[N:2]([OH:3])=[CH:19][c:17]1[cH:16][cH:15][c:7]2[c:6]([c:5](=[O:4])[c:14]3[c:9]([o:8]2)[n:10][cH:11][cH:12][cH:13]3)[cH:18]1. The reactants are CN(CCCCN)C (N1,N1-dimethylbutane-1,4-diamine), C(CC)=O (propionaldehyde), [BH4-].[Na+] (Sodium borohydride). Solvent: CO (methanol). Reaction conditions: time 20 minute. The product is CN(CCCCNCCC)C (N1,N1-dimethyl-N4-propylbutane-1,4-diamine). As a reaction SMILES: [CH3:1][N:2]([CH3:8])[CH2:3][CH2:4][CH2:5][CH2:6][NH2:7].[CH:9](=O)[CH2:10][CH3:11].[BH4-].[Na+]>CO>[CH3:1][N:2]([CH3:8])[CH2:3][CH2:4][CH2:5][CH2:6][NH:7][CH2:9][CH2:10][CH3:11] |f:2.3|. Procedure details: A solution of N1,N1-dimethylbutane-1,4-diamine (0.64 g, 5.5 mmol) and propionaldehyde (0.38 mL, 5.2 mmol) in 20 mL methanol was stirred at rt overnight. Sodium borohydride (0.31 g, 8.3 mmol) was added and the reaction mixture was stirred for 20 min. The reaction was quenched with 1N NaOH, extracted with ether and washed with brine. Drying, solvent evaporation and flash chromatography (0-12% [10% NH4OH/MeOH]/CH2Cl2) gave N1,N1-dimethyl-N4-propylbutane-1,4-diamine. 1H NMR (CDCl3) δ 2.61 (t, J=6.7 ... Reactants: BrCCc1ccccc1, O=C(OC1CN2CCC1CC2)C1(c2ccccc2)CCCCCC1. Product: [Br-], O=C(OC1C[N+]2(CCc3ccccc3)CCC1CC2)C1(c2ccccc2)CCCCCC1. As a reaction SMILES: [Br:25][CH2:26][CH2:27][c:28]1[cH:29][cH:30][cH:31][cH:32][cH:33]1.[c:1]1([C:7]2([C:14](=[O:15])[O:16][CH:17]3[CH2:18][N:19]4[CH2:20][CH2:21][CH:22]3[CH2:23][CH2:24]4)[CH2:8][CH2:9][CH2:10][CH2:11][CH2:12][CH2:13]2)[cH:2][cH:3][cH:4][cH:5][cH:6]1>>[Br-:25].[c:1]1([C:7]2([C:14](=[O:15])[O:16][CH:17]3[CH2:18][N+:19]4([CH2:26][CH2:27][c:28]5[cH:29][cH:30][cH:31][cH:32][cH:33]5)[CH2:20][CH2:21][CH:22]3[CH2:23][CH2:24]4)[CH2:8][CH2:9][CH2:10][CH2:11][CH2:12][CH2:13]2)[cH:2][cH:3][cH:4][cH:5][cH:6]1. The reactants are CC1=CC(=C(N)C(=C1)[N+](=O)[O-])[N+](=O)[O-] (4-methyl-2,6-dinitroaniline). Run in (NH4)2S, C(C)O (ethanol), O (water). Run at temperature 28 celsius. The product is CC=1C=C(C(=C(C1)N)N)[N+](=O)[O-] (5-Methyl-3-nitro-1,2-phenylenediamine). Isolated yield 76.8%. As a reaction SMILES: [CH3:1][C:2]1[CH:8]=[C:7]([N+:9]([O-:11])=[O:10])[C:5]([NH2:6])=[C:4]([N+:12]([O-])=O)[CH:3]=1>C(O)C.O>[CH3:1][C:2]1[CH:8]=[C:7]([N+:9]([O-:11])=[O:10])[C:5]([NH2:6])=[C:4]([NH2:12])[CH:3]=1. Reported procedure: The procedure of Gillespie et al., J. Org. Chem. 25:942 (1960) was adopted as follows. A dark black solution of 4-methyl-2,6-dinitroaniline (0.100 g, 0.561 mmol, Aldrich, used as received) in 6.66% aq. (NH4)2S (3.3 mL, prepared from 20% aq.(NH4)2S solution supplied by Aldrich) and ethanol (3.5 mL) was refluxed for 45 min. It was then cooled to 28° C. and the solvents were removed as much as possible under vacuum (inside the hood to avoid the stench of ammonium sulfide). The slurry so obtained wa... RXN SMILES: [CH2:1]([CH3:2])[N:3]([C:4]([c:5]1[cH:6][c:7]([N+:12](=[O:13])[O-:14])[c:8]([F:11])[cH:9][cH:10]1)=[O:15])[CH2:16][CH3:17].[CH3:27][CH2:28][OH:29].[ClH:30].[N:18]1([CH2:24][CH2:25][NH2:26])[CH2:19][CH2:20][CH2:21][CH2:22][CH2:23]1>>[CH2:1]([CH3:2])[N:3]([C:4]([c:5]1[cH:6][c:7]([N+:12](=[O:13])[O-:14])[c:8]([NH:26][CH2:25][CH2:24][N:18]2[CH2:19][CH2:20][CH2:21][CH2:22][CH2:23]2)[cH:9][cH:10]1)=[O:15])[CH2:16][CH3:17]. Product: CCN(CC)C(=O)c1ccc(NCCN2CCCCC2)c([N+](=O)[O-])c1. The reactants are CCN(CC)C(=O)c1ccc(F)c([N+](=O)[O-])c1, CCO, Cl, NCCN1CCCCC1.